This data is from the Open Reaction Database (ORD), a public repository of structured organic reaction records. The task is: describe an organic reaction: reactants, conditions, products, and yield Reactants: C(C)(C)(C)OC(N[C@H]([C@H](C=C)O)C1=CC=CC=C1)=O ((1S,2S)-(2-hydroxy-1-phenyl-but-3-enyl)carbamic acid t-butyl ester), COC(C)(C)OC (2,2-Dimethoxypropane), C1(=CC=C(C=C1)S(=O)(=O)[O-])C.[NH+]1=CC=CC=C1 (pyridinium p-toluene sulfonate). The solvent is N1=CC=CC=C1 (pyridine). Reaction conditions: temperature 82.5 celsius, time 3 hour. Product: C(C)(C)(C)OC(=O)N1C(O[C@@H]([C@@H]1C1=CC=CC=C1)C=C)(C)C ((4S,5R)-2,2-dimethyl-4-phenyl-5-vinyl-oxazolidine-3-carboxylic acid t-butyl ester). As a reaction SMILES: [C:1]([O:5][C:6](=[O:19])[NH:7][C@@H:8]([C:13]1[CH:18]=[CH:17][CH:16]=[CH:15][CH:14]=1)[C@@H:9]([OH:12])[CH:10]=[CH2:11])([CH3:4])([CH3:3])[CH3:2].CO[C:22](OC)([CH3:24])[CH3:23].C1(C)C=CC(S([O-])(=O)=O)=CC=1.[NH+]1C=CC=CC=1>N1C=CC=CC=1>[C:1]([O:5][C:6]([N:7]1[C@@H:8]([C:13]2[CH:18]=[CH:17][CH:16]=[CH:15][CH:14]=2)[C@@H:9]([CH:10]=[CH2:11])[O:12][C:22]1([CH3:24])[CH3:23])=[O:19])([CH3:2])([CH3:3])[CH3:4] |f:2.3|. Procedure: (1S,2S)-(2-hydroxy-1-phenyl-but-3-enyl)carbamic acid t-butyl ester is dissolved in an aromatic solvent. 2,2-Dimethoxypropane is added at a temperature in the range of about 20-40° C. followed by addition of pyridinium p-toluene sulfonate. The reaction mixture is heated to about 70-95° C. and stirred at the same temperature for about 1-5 hours. The reaction mixture is cooled to about 30 to 45° C., neutralized with pyridine, and concentrated under reduced pressure to get (4S,5R)-2,2-dimethyl-4-phe... Starting materials: O=C(O)C(F)(F)F, CC(CCC(=O)O)(c1ccc2c(C(F)(F)F)c(OC3CCC(C(F)(F)F)CC3)ccc2c1)[N+](=O)[O-], CC(N)(CCC(=O)O)c1ccc2cc(OC3CCC(C(F)(F)F)CC3)ccc2c1. Yields the product CC(N)(CCC(=O)O)c1ccc2c(C(F)(F)F)c(OC3CCC(C(F)(F)F)CC3)ccc2c1. RXN SMILES: [F:30][C:31]([F:32])([F:33])[C:34]([OH:35])=[O:36].[N+:37]([O-:38])(=[O:39])[C:40]([CH2:41][CH2:42][C:43](=[O:44])[OH:45])([CH3:46])[c:47]1[cH:48][c:49]2[cH:50][cH:51][c:52]([O:61][CH:62]3[CH2:63][CH2:64][CH:65]([C:68]([F:69])([F:70])[F:71])[CH2:66][CH2:67]3)[c:53]([C:57]([F:58])([F:59])[F:60])[c:54]2[cH:55][cH:56]1.[NH2:1][C:2]([c:3]1[cH:4][cH:5][c:6]2[c:7]([cH:8][cH:9][c:10]([O:11][CH:12]3[CH2:13][CH2:14][CH:15]([C:16]([F:17])([F:18])[F:19])[CH2:20][CH2:21]3)[cH:22]2)[cH:23]1)([CH3:24])[CH2:25][CH2:26][C:27]([OH:28])=[O:29]>>[NH2:37][C:40]([CH2:41][CH2:42][C:43](=[O:44])[OH:45])([CH3:46])[c:47]1[cH:48][c:49]2[cH:50][cH:51][c:52]([O:61][CH:62]3[CH2:63][CH2:64][CH:65]([C:68]([F:69])([F:70])[F:71])[CH2:66][CH2:67]3)[c:53]([C:57]([F:58])([F:59])[F:60])[c:54]2[cH:55][cH:56]1. The reactants are [OH-].[Li+] (Lithium hydroxide), C1(=CC=CC=C1)CCOC1=C(C(=O)OCCC2=CC=CC=C2)C=C(C=C1)C=O (2-phenylethyl 2-(2-phenylethoxy)-5-formylbenzoate), C(C)(=O)OCC (ethyl acetate). The solvent is O (water), O1CCCC1 (tetrahydrofuran), CO (methanol), petroleum ether. Run at time 3 hour. Yields the product C1(=CC=CC=C1)CCOC1=C(C(=O)O)C=C(C=C1)C=O (2-(2-Phenylethoxy)-5-formylbenzoic acid). Reaction SMILES: [OH-].[Li+].[C:3]1([CH2:9][CH2:10][O:11][C:12]2[CH:28]=[CH:27][C:26]([CH:29]=[O:30])=[CH:25][C:13]=2[C:14]([O:16]CCC2C=CC=CC=2)=[O:15])[CH:8]=[CH:7][CH:6]=[CH:5][CH:4]=1.C(OCC)(=O)C>O.O1CCCC1.CO>[C:3]1([CH2:9][CH2:10][O:11][C:12]2[CH:28]=[CH:27][C:26]([CH:29]=[O:30])=[CH:25][C:13]=2[C:14]([OH:16])=[O:15])[CH:4]=[CH:5][CH:6]=[CH:7][CH:8]=1 |f:0.1|. Procedure: Lithium hydroxide (4.32 g, 0.18 mol, 3 eq) in water (80 mL) was added to a stirred solution of 2-phenylethyl 2-(2-phenylethoxy)-5-formylbenzoate (22.46 g, 0.06 mol, 1 eq) in a mixture of tetrahydrofuran (240 mL) and methanol (80 mL). The reaction mixture was stirred for 3 h, then concentrated in vacuo, and the residue diluted with water (100 mL), and washed with ethyl acetate (2×100 mL). The aqueous solution was acidified to pH 1 with concentrated HCl, extracted with ethyl acetate (2×100 mL), an... The reactants are COC(=O)c1ccc(N)cn1, O=Cc1ccccc1, O, c1ccccc1. Yields the product COC(=O)c1ccc(N=Cc2ccccc2)cn1. Reaction SMILES: [CH3:1][O:2][C:3](=[O:4])[c:5]1[n:6][cH:7][c:8]([NH2:11])[cH:9][cH:10]1.[CH:12](=[O:13])[c:14]1[cH:15][cH:16][cH:17][cH:18][cH:19]1.[OH2:26].[cH:20]1[cH:21][cH:22][cH:23][cH:24][cH:25]1>>[CH3:1][O:2][C:3](=[O:4])[c:5]1[n:6][cH:7][c:8]([N:11]=[CH:12][c:14]2[cH:15][cH:16][cH:17][cH:18][cH:19]2)[cH:9][cH:10]1. The reactants are O=C(N=C=S)c1ccccc1, C1CCOC1, [Cl-], Nc1cc(-c2ccccc2Br)n[nH]1, [NH4+], [Na+], [OH-]. Product: NC(=S)Nc1cc(-c2ccccc2Br)n[nH]1. Reaction SMILES: [C:14](=[O:15])([c:16]1[cH:17][cH:18][cH:19][cH:20][cH:21]1)[N:22]=[C:23]=[S:24].[CH2:29]1[O:30][CH2:31][CH2:32][CH2:33]1.[Cl-:27].[NH2:1][c:2]1[cH:3][c:4](-[c:7]2[c:8]([Br:13])[cH:9][cH:10][cH:11][cH:12]2)[n:5][nH:6]1.[NH4+:28].[Na+:26].[OH-:25]>>[NH:1]([c:2]1[cH:3][c:4](-[c:7]2[c:8]([Br:13])[cH:9][cH:10][cH:11][cH:12]2)[n:5][nH:6]1)[C:23]([NH2:22])=[S:24]. The reactants are COC(C1=CC(=CC(=C1)NCCO)NC1=NC=C(C(=N1)OCC#C)Br)=O (Methyl3-[[5-bromo-4-(prop-2-ynyloxy)pyrimidin-2-yl]amino]-5-[(2-hydroxyethyl)amino]benzoate). Solvent: O1CCCC1 (tetrahydrofuran), [OH-].[Na+] (sodium hydroxide). Conditions: time 48 hour. The product is BrC=1C(=NC(=NC1)NC=1C=C(C(=O)O)C=C(C1)NCCO)OCC#C (3-[[5-Bromo-4-(prop-2-ynyloxy)pyrimidin-2-yl]amino]-5-[(2-hydroxyethyl)amino]benzoic acid). The yield is 100.5%. Reaction SMILES: C[O:2][C:3](=[O:26])[C:4]1[CH:9]=[C:8]([NH:10][CH2:11][CH2:12][OH:13])[CH:7]=[C:6]([NH:14][C:15]2[N:20]=[C:19]([O:21][CH2:22][C:23]#[CH:24])[C:18]([Br:25])=[CH:17][N:16]=2)[CH:5]=1>O1CCCC1.[OH-].[Na+]>[Br:25][C:18]1[C:19]([O:21][CH2:22][C:23]#[CH:24])=[N:20][C:15]([NH:14][C:6]2[CH:5]=[C:4]([CH:9]=[C:8]([NH:10][CH2:11][CH2:12][OH:13])[CH:7]=2)[C:3]([OH:26])=[O:2])=[N:16][CH:17]=1 |f:2.3|. Procedure: Methyl3-[[5-bromo-4-(prop-2-ynyloxy)pyrimidin-2-yl]amino]-5-[(2-hydroxyethyl)amino]benzoate (350 mg) in a mixture of tetrahydrofuran (6 ml) and sodium hydroxide solution (2 n; 6 ml) was stirred for 48 h at room temperature. After evaporation the residue was diluted with water and acidified until the product precipitated Filtration and drying yielded the title compound (340 mg). The reactants are BrB(Br)Br, COc1cccc2conc12, ClCCl, [Na+], [Na+], O=C([O-])[O-], O. Product: Oc1cccc2conc12. RXN SMILES: [B:1]([Br:2])([Br:3])[Br:4].[CH3:5][O:6][c:7]1[cH:8][cH:9][cH:10][c:11]2[cH:12][o:13][n:14][c:15]12.[Cl:23][CH2:24][Cl:25].[Na+:17].[Na+:18].[O-:19][C:20](=[O:21])[O-:22].[OH2:16]>>[OH:6][c:7]1[cH:8][cH:9][cH:10][c:11]2[cH:12][o:13][n:14][c:15]12. Reaction SMILES: [CH3:52][CH2:53][O:54][C:55]([CH3:56])=[O:57].[CH:30]([N:31]([CH2:32][CH3:33])[CH:34]([CH3:35])[CH3:36])([CH3:37])[CH3:38].[Cl:1][c:2]1[n:3][c:4]([Cl:29])[cH:5][cH:6][c:7]1[C:8](=[O:9])[NH:10][c:11]1[n:12][nH:13][c:14]2[cH:15][cH:16][c:17]([CH2:20][c:21]3[cH:22][c:23]([F:28])[cH:24][c:25]([F:27])[cH:26]3)[cH:18][c:19]12.[O:39]1[CH2:40][CH2:41][CH:42]([NH2:45])[CH2:43][CH2:44]1.[O:46]1[CH2:47][CH2:48][O:49][CH2:50][CH2:51]1>>[c:2]1([NH:45][CH:42]2[CH2:41][CH2:40][O:39][CH2:44][CH2:43]2)[n:3][c:4]([Cl:29])[cH:5][cH:6][c:7]1[C:8](=[O:9])[NH:10][c:11]1[n:12][nH:13][c:14]2[cH:15][cH:16][c:17]([CH2:20][c:21]3[cH:22][c:23]([F:28])[cH:24][c:25]([F:27])[cH:26]3)[cH:18][c:19]12. Reactants: CCOC(C)=O, CCN(C(C)C)C(C)C, O=C(Nc1n[nH]c2ccc(Cc3cc(F)cc(F)c3)cc12)c1ccc(Cl)nc1Cl, NC1CCOCC1, C1COCCO1. The product is O=C(Nc1n[nH]c2ccc(Cc3cc(F)cc(F)c3)cc12)c1ccc(Cl)nc1NC1CCOCC1. The reactants are O=C([O-])O, Cc1cc(C)c(S(=O)(=O)N(c2ccc(OCCN3CCCC3)cc2)C(C)c2ccc(OC3CCCCO3)cc2)c(C)c1, CCO, Cl, [Na+]. RXN SMILES: [C:47](=[O:48])([OH:49])[O-:50].[CH3:1][c:2]1[c:3]([S:10](=[O:11])(=[O:12])[N:13]([CH:14]([CH3:15])[c:16]2[cH:17][cH:18][c:19]([O:22][CH:23]3[CH2:24][CH2:25][CH2:26][CH2:27][O:28]3)[cH:20][cH:21]2)[c:29]2[cH:30][cH:31][c:32]([O:35][CH2:36][CH2:37][N:38]3[CH2:39][CH2:40][CH2:41][CH2:42]3)[cH:33][cH:34]2)[c:4]([CH3:9])[cH:5][c:6]([CH3:8])[cH:7]1.[CH3:44][CH2:45][OH:46].[ClH:43].[Na+:51]>>[CH3:1][c:2]1[c:3]([S:10](=[O:11])(=[O:12])[N:13]([CH:14]([CH3:15])[c:16]2[cH:17][cH:18][c:19]([OH:22])[cH:20][cH:21]2)[c:29]2[cH:30][cH:31][c:32]([O:35][CH2:36][CH2:37][N:38]3[CH2:39][CH2:40][CH2:41][CH2:42]3)[cH:33][cH:34]2)[c:4]([CH3:9])[cH:5][c:6]([CH3:8])[cH:7]1. Yields the product Cc1cc(C)c(S(=O)(=O)N(c2ccc(OCCN3CCCC3)cc2)C(C)c2ccc(O)cc2)c(C)c1. The reactants are ClCCl, O=c1ccc2c(=O)c(I)c(-c3ccccc3)oc2[nH]1, CN(C)C=O, O=S(Cl)Cl. Product: O=c1c(I)c(-c2ccccc2)oc2nc(Cl)ccc12. As a reaction SMILES: [Cl:29][CH2:30][Cl:31].[I:1][c:2]1[c:3](=[O:19])[c:4]2[c:5]([nH:6][c:7](=[O:10])[cH:8][cH:9]2)[o:11][c:12]1-[c:13]1[cH:14][cH:15][cH:16][cH:17][cH:18]1.[O:20]=[CH:21][N:22]([CH3:23])[CH3:24].[S:25]([Cl:26])([Cl:27])=[O:28]>>[I:1][c:2]1[c:3](=[O:19])[c:4]2[c:5]([n:6][c:7]([Cl:27])[cH:8][cH:9]2)[o:11][c:12]1-[c:13]1[cH:14][cH:15][cH:16][cH:17][cH:18]1.